From a dataset of the Open Reaction Database (ORD), a public repository of structured organic reaction records. describe an organic reaction: reactants, conditions, products, and yield Reaction SMILES: [CH3:13][c:14]1[cH:15][cH:16][cH:17][c:18]([CH2:20][OH:21])[n:19]1.[CH3:22][c:23]1[cH:24][cH:25][cH:26][cH:27][cH:28]1.[CH3:4][O:5][C:6]([CH:7]([NH2:8])[CH:9]([CH3:10])[CH3:11])=[O:12].[N-:1]=[C:2]=[O:3]>>[NH:1]([C:2](=[O:3])[O:21][CH2:20][c:18]1[cH:17][cH:16][cH:15][c:14]([CH3:13])[n:19]1)[CH:7]([C:6]([O:5][CH3:4])=[O:12])[CH:9]([CH3:10])[CH3:11]. Product: COC(=O)C(NC(=O)OCc1cccc(C)n1)C(C)C. Starting materials: Cc1cccc(CO)n1, Cc1ccccc1, COC(=O)C(N)C(C)C, [N-]=C=O. Starting materials: OC1=C(C=C(C=C1)C(C)(C)C1=CC(=C(C=C1)O)C(C)C)C(C)C (2,2-bis(4-hydroxy-3-isopropylphenyl)propane), [OH-].[Na+] (sodium hydroxide), O (water), C(C)(=O)OCC (ethyl acetate), C=O (formaldehyde). The solvent is C1(=CC=CC=C1)C (toluene), C(C)(=O)O (acetic acid). Run at temperature 50 celsius, time 1 hour. Product: OC1=C(C=C(C=C1C(C)C)C(C)(C)C1=CC(=C(C(=C1)C(C)C)O)CO)CO (2,2-bis(4-hydroxy-3-hydroxymethyl-5-isopropylphenyl)propane). Yield: 94.6%. Reaction SMILES: [OH:1][C:2]1[CH:7]=[CH:6][C:5]([C:8]([C:11]2[CH:16]=[CH:15][C:14]([OH:17])=[C:13]([CH:18]([CH3:20])[CH3:19])[CH:12]=2)([CH3:10])[CH3:9])=[CH:4][C:3]=1[CH:21]([CH3:23])[CH3:22].[OH-:24].[Na+].O.[CH2:27]=O.[C:29](OCC)(=[O:31])C>C1(C)C=CC=CC=1.C(O)(=O)C>[OH:1][C:2]1[C:3]([CH:21]([CH3:23])[CH3:22])=[CH:4][C:5]([C:8]([C:11]2[CH:12]=[C:13]([CH:18]([CH3:19])[CH3:20])[C:14]([OH:17])=[C:15]([CH2:29][OH:31])[CH:16]=2)([CH3:10])[CH3:9])=[CH:6][C:7]=1[CH2:27][OH:24] |f:1.2|. Procedure: Into a 100 ml four-necked flask were charged 25.00 g of 2,2-bis(4-hydroxy-3-isopropylphenyl)propane["Bis-OIPP-A" manufactured by Honshu Kagaku Co., Ltd.], 4.48 g of sodium hydroxide and 44.8 g of water. While stirring at 50° C., 25.97 g of 37% formaldehyde was added dropwise thereto over 1 hour, and the reaction was conducted for 1 more hour. After completion of the reaction, 11 g of 90% aqueous acetic acid solution was added for neutralization and then the mixture was cooled to 25° C. Thereafte...